From a dataset of the Open Reaction Database (ORD), a public repository of structured organic reaction records. describe an organic reaction: reactants, conditions, products, and yield Reactants: CCCCCCCCCC (n-decane), CCCCCCCCCCCCCCCC (n-hexadecane), C(C)OCC (diethyl ether). The product is Cl benzene, C1(=CC=CC=C1)\C=C\C1=CC=CC=C1 (trans-stilbene), C1(=CC=CC=C1)\C=C/C1=CC=CC=C1 (cis-stilbene), C1(=CC=CC=C1)C(=C)C1=CC=CC=C1 (1,1-diphenylethene). Isolated yield 13.2%. As a reaction SMILES: [CH3:1]CCCCCCCCC.CC[CH2:13][CH2:14][CH2:15][CH2:16][CH2:17][CH2:18][CH2:19][CH2:20][CH2:21][CH2:22][CH2:23][CH2:24][CH2:25][CH3:26].C(OCC)C>>[C:21]1(/[CH:20]=[CH:19]/[C:18]2[CH:13]=[CH:14][CH:15]=[CH:16][CH:17]=2)[CH:22]=[CH:23][CH:24]=[CH:25][CH:26]=1.[C:21]1(/[CH:20]=[CH:19]\[C:18]2[CH:13]=[CH:14][CH:15]=[CH:16][CH:17]=2)[CH:22]=[CH:23][CH:24]=[CH:25][CH:26]=1.[C:21]1([C:20]([C:19]2[CH:14]=[CH:15][CH:16]=[CH:17][CH:18]=2)=[CH2:1])[CH:22]=[CH:23][CH:24]=[CH:25][CH:26]=1. Procedure: After the reaction, the GC standards n-decane and n-hexadecane are added, and 3 ml of diethyl ether is added to the mixture. After filtering off the solids, the filtrate is examined by gas chromatography: With 78.5% conversion of Cl-benzene, an 80% yield of Heck products (86.5% trans-stilbene, 0.3% cis-stilbene, and 13.2% 1,1-diphenylethene) is obtained. Reactants: Cl.N[C@@H]1COC2=C(NC1=O)C=CC=C2 ((R)-3-amino-2,3-dihydro-1,5-benzoxazepin-4(5H)-one hydrochloride salt), ClC=1C=C2C=C(NC2=CC1)C(=O)N[C@H]1COC2=C(NC1=O)C=CC=C2 ((S)-3-(5-chloroindole-2-carbonylamino)-2,3-dihydro-1,5-benzoxazepin-4(5H)-one), Cl.N[C@H]1COC2=C(NC1=O)C=CC=C2 ((S)-3-amino-2,3-dihydro-1,5-benzoxazepin-4(5H)-one hydrochloride salt). Yields the product ClC=1C=C2C=C(NC2=CC1)C(=O)N[C@@H]1COC2=C(NC1=O)C=CC=C2 ((R)-3-(5-chloroindole-2-carbonylamino)-2,3-dihydro-1,5-benzoxazepin-4(5H)-one). As a reaction SMILES: Cl.N[C@H]1C(=O)NC2C=CC=CC=2OC1.[Cl:15][C:16]1[CH:17]=[C:18]2[C:22](=[CH:23][CH:24]=1)[NH:21][C:20]([C:25]([NH:27][C@@H:28]1[C:34](=[O:35])[NH:33][C:32]3[CH:36]=[CH:37][CH:38]=[CH:39][C:31]=3[O:30][CH2:29]1)=[O:26])=[CH:19]2.Cl.N[C@@H]1C(=O)NC2C=CC=CC=2OC1>>[Cl:15][C:16]1[CH:17]=[C:18]2[C:22](=[CH:23][CH:24]=1)[NH:21][C:20]([C:25]([NH:27][C@H:28]1[C:34](=[O:35])[NH:33][C:32]3[CH:36]=[CH:37][CH:38]=[CH:39][C:31]=3[O:30][CH2:29]1)=[O:26])=[CH:19]2 |f:0.1,3.4|. Procedure details: The title compound was prepared from (R)-3-amino-2,3-dihydro-1,5-benzoxazepin-4(5H)-one hydrochloride salt by the procedures described for the preparation of (S)-3-(5-chloroindole-2-carbonylamino)-2,3-dihydro-1,5-benzoxazepin-4(5H)-one (Example 20) from (S)-3-amino-2,3-dihydro-1,5-benzoxazepin-4(5H)-one hydrochloride salt. HPLC/MS [M+H]+, 356. Starting materials: BrC=1C(=NC(=C(N1)Br)C(F)(F)F)N (3,5-dibromo-6-trifluoromethyl-pyrazin-2-ylamine), ClC1=CC=C(C=C1)B(O)O (4-chlorophenylboronic acid), C([O-])([O-])=O.[Na+].[Na+] (sodium carbonate). Reagents/catalysts: C=1C=CC(=CC1)[P](C=2C=CC=CC2)(C=3C=CC=CC3)[Pd]([P](C=4C=CC=CC4)(C=5C=CC=CC5)C=6C=CC=CC6)([P](C=7C=CC=CC7)(C=8C=CC=CC8)C=9C=CC=CC9)[P](C=1C=CC=CC1)(C=1C=CC=CC1)C=1C=CC=CC1 (tetrakis(triphenylphosphine)palladium(0)). Run in COCCOC (1,2-dimethoxyethane), O (water). Yields the product BrC=1N=C(C(=NC1C(F)(F)F)N)C1=CC=C(C=C1)Cl (5-bromo-3-(4-chloro-phenyl)-6-trifluoromethyl-pyrazin-2-ylamine). The yield is 66.6%. RXN SMILES: Br[C:2]1[C:3]([NH2:13])=[N:4][C:5]([C:9]([F:12])([F:11])[F:10])=[C:6]([Br:8])[N:7]=1.[Cl:14][C:15]1[CH:20]=[CH:19][C:18](B(O)O)=[CH:17][CH:16]=1.C(=O)([O-])[O-].[Na+].[Na+]>COCCOC.O.C1C=CC([P]([Pd]([P](C2C=CC=CC=2)(C2C=CC=CC=2)C2C=CC=CC=2)([P](C2C=CC=CC=2)(C2C=CC=CC=2)C2C=CC=CC=2)[P](C2C=CC=CC=2)(C2C=CC=CC=2)C2C=CC=CC=2)(C2C=CC=CC=2)C2C=CC=CC=2)=CC=1>[Br:8][C:6]1[N:7]=[C:2]([C:18]2[CH:19]=[CH:20][C:15]([Cl:14])=[CH:16][CH:17]=2)[C:3]([NH2:13])=[N:4][C:5]=1[C:9]([F:12])([F:11])[F:10] |f:2.3.4,^1:40,42,61,80|. Procedure: To a mixture of 6.08 g 3,5-dibromo-6-trifluoromethyl-pyrazin-2-ylamine, 3.25 g 4-chlorophenylboronic acid and 1.095 g tetrakis(triphenylphosphine)palladium(0) in 60 ml 1,2-dimethoxyethane was added a solution of 4.016 g sodium carbonate in 22.74 ml water and the mixture was heated to reflux for 18 h. The reaction mixture was cooled to room temperature and partitioned between 10% aqueous citric acid and ethyl acetate, the phases were separated and the organic phase was purified by chromatography ... Reactants: C(C)(C)(C)OC(CC=1C(=NN(C1C)CC1=CC=C(C=C1)N)C)=O ([1-(4-aminobenzyl)-3,5-dimethyl-1H-pyrazol-4-yl]acetic acid tert-butyl ester), C=1(C(=CC=CC1)S(=O)(=O)[O-])C (toluene sulfonate), C(C)(C)N(CC)C(C)C (diisopropylethylamine), ClC1=CC=CC=2C(=C(OC21)C(=O)O)C (7-chloro-3-methylbenzofuran-2-carboxylic acid), C(C(=O)Cl)(=O)Cl (oxalyl chloride). Reagents/catalysts: CN(C1=CC=NC=C1)C (4-dimethylaminopyridine). Run in ClCCl (dichloromethane), CN(C=O)C (dimethylformamide), ClCCl (dichloromethane). Reaction conditions: time 1 hour. Yields the product C(C)(C)(C)OC(CC=1C(=NN(C1C)CC1=CC=C(C=C1)NC(=O)C=1OC2=C(C1C)C=CC=C2Cl)C)=O ((1-(4-[(7-chloro-3-methyl-benzofuran-2-carbonyl)amino]benzyl)-3,5-dimethyl-1H-pyrazol-4-yl)acetic acid tert-butyl ester). Isolated yield 95.3%. As a reaction SMILES: [Cl:1][C:2]1[C:10]2[O:9][C:8]([C:11]([OH:13])=O)=[C:7]([CH3:14])[C:6]=2[CH:5]=[CH:4][CH:3]=1.C(Cl)(=O)C(Cl)=O.[C:21]([O:25][C:26](=[O:43])[CH2:27][C:28]1[C:29]([CH3:42])=[N:30][N:31]([CH2:34][C:35]2[CH:40]=[CH:39][C:38]([NH2:41])=[CH:37][CH:36]=2)[C:32]=1[CH3:33])([CH3:24])([CH3:23])[CH3:22].C1(C)C(S([O-])(=O)=O)=CC=CC=1.C(N(C(C)C)CC)(C)C>ClCCl.CN(C)C1C=CN=CC=1.CN(C)C=O>[C:21]([O:25][C:26](=[O:43])[CH2:27][C:28]1[C:29]([CH3:42])=[N:30][N:31]([CH2:34][C:35]2[CH:36]=[CH:37][C:38]([NH:41][C:11]([C:8]3[O:9][C:10]4[C:2]([Cl:1])=[CH:3][CH:4]=[CH:5][C:6]=4[C:7]=3[CH3:14])=[O:13])=[CH:39][CH:40]=2)[C:32]=1[CH3:33])([CH3:24])([CH3:23])[CH3:22]. Reported procedure: To a solution of 7-chloro-3-methylbenzofuran-2-carboxylic acid (185 mg, 0.88 mmol) in 6 mL dichloromethane is added oxalyl chloride (0.123 mL, 1.14 mmol) and a drop of dimethylformamide. After stirring at room temperature for 1 hour the solvent is removed by evaporation in vacuo. The residue is dissolved in dichloromethane (5 mL) and dropped to a solution of [1-(4-aminobenzyl)-3,5-dimethyl-1H-pyrazol-4-yl]acetic acid tert-butyl ester (428 mg, 1 mmol) in form of the toluene sulfonate salt and dii... Reactants: C(C)(=O)C(C(=O)OC(C)(C)C)CC1=NSC2=C1C=C(C=C2)N2C(N(C(=CC2=O)C(F)(F)F)C)=O (tert-butyl α-acetyl-5-[3,6-dihydro-3-methyl-2,6-dioxo-4-(trifluoromethyl)-1(2H)-pyrimidinyl]-1,2-benzisothiazole-3-propionate), FC(C(=O)O)(F)F (trifluoroacetic acid). Run in C(Cl)Cl (methylene chloride). Reaction conditions: time 8 hour. The product is CN1C(N(C(C=C1C(F)(F)F)=O)C=1C=CC2=C(C(=NS2)CCC(C)=O)C1)=O (1-methyl-3-[3-(3-oxobutyl)-1,2-benzisothiazol-5-yl]-6-(trifluoromethyl)-2,4(1H,3H)-pyrimidinedione). Yield: 55.4%. Reaction SMILES: [C:1]([CH:4]([CH2:12][C:13]1[C:17]2[CH:18]=[C:19]([N:22]3[C:27](=[O:28])[CH:26]=[C:25]([C:29]([F:32])([F:31])[F:30])[N:24]([CH3:33])[C:23]3=[O:34])[CH:20]=[CH:21][C:16]=2[S:15][N:14]=1)C(OC(C)(C)C)=O)(=[O:3])[CH3:2].FC(F)(F)C(O)=O>C(Cl)Cl>[CH3:33][N:24]1[C:25]([C:29]([F:30])([F:31])[F:32])=[CH:26][C:27](=[O:28])[N:22]([C:19]2[CH:20]=[CH:21][C:16]3[S:15][N:14]=[C:13]([CH2:12][CH2:4][C:1](=[O:3])[CH3:2])[C:17]=3[CH:18]=2)[C:23]1=[O:34]. Reported procedure: A mixture of tert-butyl α-acetyl-5-[3,6-dihydro-3-methyl-2,6-dioxo-4-(trifluoromethyl)-1(2H)-pyrimidinyl]-1,2-benzisothiazole-3-propionate (0.700 g) and trifluoroacetic acid (10.0 mL) in methylene chloride is stirred overnight at room temperature, concentrated in vacuo, and diluted with methylene chloride and saturated sodium hydrogen carbonate solution. The phases are separated. The organic phase is dried over anhydrous magnesium sulfate and concentrated in vacuo to give 1-methyl-3-[3-(3-oxobut... The reactants are ClC1=CC(=NC(=N1)N)NC(C)(C)C (6-chloro-N4-(1,1-dimethylethyl)-2,4-pyrimidinediamine), C(#N)C1=C(C=C(C=C1)B(O)O)F ((4-cyano-3-fluorophenyl)boronic acid), C(=O)(O)[O-].[Na+] (NaHCO3). The reagents and catalysts are C=1C=CC(=CC1)[P](C=2C=CC=CC2)(C=3C=CC=CC3)[Pd]([P](C=4C=CC=CC4)(C=5C=CC=CC5)C=6C=CC=CC6)([P](C=7C=CC=CC7)(C=8C=CC=CC8)C=9C=CC=CC9)[P](C=1C=CC=CC1)(C=1C=CC=CC1)C=1C=CC=CC1 (Pd(Ph3P)4). The solvent is O1CCOCC1 (1,4-dioxane). Conditions: temperature 95 celsius, time 8 hour. Yields the product NC1=NC(=CC(=N1)C1=CC(=C(C#N)C=C1)F)NC(C)(C)C (4-{2-Amino-6-[(1,1-dimethylethyl)amino]-4-pyrimidinyl}-2-fluorobenzonitrile). Isolated yield 88.5%. Reaction SMILES: Cl[C:2]1[N:7]=[C:6]([NH2:8])[N:5]=[C:4]([NH:9][C:10]([CH3:13])([CH3:12])[CH3:11])[CH:3]=1.[C:14]([C:16]1[CH:21]=[CH:20][C:19](B(O)O)=[CH:18][C:17]=1[F:25])#[N:15].C([O-])(O)=O.[Na+]>O1CCOCC1.C1C=CC([P]([Pd]([P](C2C=CC=CC=2)(C2C=CC=CC=2)C2C=CC=CC=2)([P](C2C=CC=CC=2)(C2C=CC=CC=2)C2C=CC=CC=2)[P](C2C=CC=CC=2)(C2C=CC=CC=2)C2C=CC=CC=2)(C2C=CC=CC=2)C2C=CC=CC=2)=CC=1>[NH2:8][C:6]1[N:7]=[C:2]([C:19]2[CH:20]=[CH:21][C:16]([C:14]#[N:15])=[C:17]([F:25])[CH:18]=2)[CH:3]=[C:4]([NH:9][C:10]([CH3:13])([CH3:12])[CH3:11])[N:5]=1 |f:2.3,^1:40,42,61,80|. Procedure: Into a 25 mL sealable tube under nitrogen were combined 6-chloro-N4-(1,1-dimethylethyl)-2,4-pyrimidinediamine (440 mg, 2.19 mmol) and (4-cyano-3-fluorophenyl)boronic acid (0.416 g, 2.52 mmol) in 1,4-dioxane (8 mL). Saturated aqueous NaHCO3 (4 mL) was added, and the resulting mixture was degassed with nitrogen for 10 minutes. Pd(Ph3P)4 (0.127 g, 0.11 mmol) was added, the vessel was sealed, and the reaction mixture was stirred at 95° C. overnight. The reaction was cooled to room temperature, solid...